This data is from the Open Reaction Database (ORD), a public repository of structured organic reaction records. The task is: describe an organic reaction: reactants, conditions, products, and yield Starting materials: C(C)(=O)[O-].[Na+] (sodium acetate), BrC(C(=O)C(F)(F)F)Br (1,1-dibromo-3,3,3-trifluoroacetone), ClC1=C(C=CC(=O)OCC)C=C(C=C1)NN (ethyl 2-chloro-5-hydrazinocinnamate). Solvent: O (water). Conditions: temperature 80 celsius, time 30 minute. The product is ClC1=C(C=CC(=O)OCC)C=C(C=C1)NN=CC(C(F)(F)F)=O (ethyl 2-chloro-5-(3,3,3-trifluoro-2-oxopropylidenehydrazino)cinnamate). Yield: 97.5%. RXN SMILES: C([O-])(=O)C.[Na+].Br[CH:7](Br)[C:8]([C:10]([F:13])([F:12])[F:11])=[O:9].[Cl:15][C:16]1[CH:28]=[CH:27][C:26]([NH:29][NH2:30])=[CH:25][C:17]=1[CH:18]=[CH:19][C:20]([O:22][CH2:23][CH3:24])=[O:21]>O>[Cl:15][C:16]1[CH:28]=[CH:27][C:26]([NH:29][N:30]=[CH:7][C:8](=[O:9])[C:10]([F:13])([F:12])[F:11])=[CH:25][C:17]=1[CH:18]=[CH:19][C:20]([O:22][CH2:23][CH3:24])=[O:21] |f:0.1|. Reported procedure: First, 7.4 g (90.2 mmol) of sodium acetate and 8.0 g (28.2 mmol) of 1,1-dibromo-3,3,3-trifluoroacetone were mixed with 70 ml of water, and the mixture was stirred at 80° C. for 30 minutes and then cooled, to which 7.0 g of ethyl 2-chloro-5-hydrazinocinnamate was added at 10° C. or lower, and the mixture was stirred for 3 hours. The precipitated crystals were collected by filtration and dried, which afforded 9.6 g (27.5 mmol) of ethyl 2-chloro-5-(3,3,3-trifluoro-2-oxopropylidenehydrazino)cinnamat... Reactants: C1CCOC1, COC(=O)c1nc(-c2ccc(OC(C)(C)C)nc2)cc(N)c1Cl, O=C(O)C(F)(F)F. Yields the product COC(=O)c1nc(-c2ccc(O)nc2)cc(N)c1Cl. RXN SMILES: [CH2:24]1[O:25][CH2:26][CH2:27][CH2:28]1.[NH2:1][c:2]1[c:3]([Cl:23])[c:4]([C:19](=[O:20])[O:21][CH3:22])[n:5][c:6](-[c:8]2[cH:9][n:10][c:11]([O:14][C:15]([CH3:16])([CH3:17])[CH3:18])[cH:12][cH:13]2)[cH:7]1.[OH:29][C:30]([C:31]([F:32])([F:33])[F:34])=[O:35]>>[NH2:1][c:2]1[c:3]([Cl:23])[c:4]([C:19](=[O:20])[O:21][CH3:22])[n:5][c:6](-[c:8]2[cH:9][n:10][c:11]([OH:14])[cH:12][cH:13]2)[cH:7]1.